Dataset: the Open Reaction Database (ORD), a public repository of structured organic reaction records. Task: describe an organic reaction: reactants, conditions, products, and yield RXN SMILES: Cl[C:2](Cl)=[CH:3][C:4]1[CH:9]=[C:8]([F:10])[CH:7]=[CH:6][C:5]=1[F:11].C([Li])CCC>C1COCC1>[C:3]([C:4]1[CH:9]=[C:8]([F:10])[CH:7]=[CH:6][C:5]=1[F:11])#[CH:2]. The yield is 51.0%. Procedure details: The title compound of Example 37.1 (10.2 g, 48.7 mmol) was dissolved in dry THF (63 mL), cooled on a dry ice/isopropanol bath to −55° C. and butyl lithium (2.5 M, 42 mL, 105 mmol) was added within 30 min at a rate that kept the temperature below −40° C. LC/MS showed good conversion 20 min after the addition of BuLi and stirring. The mixture was warmed up to 0° C. with the aid of a water bath. At 0° C. the mixture was quenched with potassium hydrogen sulfate (2 M solution) until a neutral aqueous... Yields the product C(#C)C1=C(C=CC(=C1)F)F (2-Ethynyl-1,4-difluoro-benzene). Reactants: C(CCC)[Li] (butyl lithium), ClC(=CC1=C(C=CC(=C1)F)F)Cl (2-(2,2-Dichloro-vinyl)-1,4-difluoro-benzene), [Li]CCCC (BuLi). Run in C1CCOC1 (THF). Run at temperature -55 celsius. Starting materials: O1C(C1)CO (2-oxiranylmethanol), ClC=1C=CC=2N(N1)C=NN2 (6-chloro[1,2,4]triazolo[4,3-b]pyridazine), [H-].[Na+] (sodium hydride). The solvent is CN(C=O)C (N,N-dimethylformamide). Conditions: time 30 minute. Product: O1C(C1)COC=1C=CC=2N(N1)C=NN2 (6-(2-Oxiranylmethoxy)[1,2,4]triazolo[4,3-b]pyridazine). The yield is 32.8%. RXN SMILES: [O:1]1[CH2:3][CH:2]1[CH2:4][OH:5].Cl[C:7]1[CH:8]=[CH:9][C:10]2[N:11]([CH:13]=[N:14][N:15]=2)[N:12]=1.[H-].[Na+]>CN(C)C=O>[O:1]1[CH2:3][CH:2]1[CH2:4][O:5][C:7]1[CH:8]=[CH:9][C:10]2[N:11]([CH:13]=[N:14][N:15]=2)[N:12]=1 |f:2.3|. Procedure details: 12.0 g of 2-oxiranylmethanol and 2.50 g of 6-chloro[1,2,4]triazolo[4,3-b]pyridazine were dissolved in 40 ml of N,N-dimethylformamide; under ice cooling, 713 mg of 60% oily sodium hydride was added, followed by stirring at room temperature for 30 minutes. After cold saline was added, the reaction mixture was extracted with ethyl acetate-tetrahydrofuran (1:1) and dried over magnesium sulfate. After concentration under reduced pressure, the residue was subjected to silica gel column chromatography ...